From a dataset of the Open Reaction Database (ORD), a public repository of structured organic reaction records. describe an organic reaction: reactants, conditions, products, and yield Yield: 82627.6%. Product: COC=1C=C2CCNC(C2=CC1)C (6-methoxy-1-methyl-1,2,3,4-tetrahydroisoquinoline). Run in C(C)O (ethanol). Procedure: 6-methoxy-1-methyl-3,4-dihydroisoquinoline (54.0 g, 0.31 mmol) was added to a suspension of sodium borohydride(5.8 g, 138 mmol) in ethanol. The mixture solution was stirred for 1 hour at a room temperature, cooled to below 5° C., acidified with diluted hydrochloric acid, adjusted to alkali with sodium hydroxide solution, and then extracted with ethyl acetate. The ethyl acetate layer was dried over anhydrous sodium sulfate and concentrated under a reduced pressure to give 45.4 g of the titled com... RXN SMILES: [CH3:1][O:2][C:3]1[CH:4]=[C:5]2[C:10](=[CH:11][CH:12]=1)[C:9]([CH3:13])=[N:8][CH2:7][CH2:6]2.[BH4-].[Na+].Cl.[OH-].[Na+]>C(O)C>[CH3:1][O:2][C:3]1[CH:4]=[C:5]2[C:10](=[CH:11][CH:12]=1)[CH:9]([CH3:13])[NH:8][CH2:7][CH2:6]2 |f:1.2,4.5|. Run at time 1 hour. Reactants: [OH-].[Na+] (sodium hydroxide), COC=1C=C2CCN=C(C2=CC1)C (6-methoxy-1-methyl-3,4-dihydroisoquinoline), [BH4-].[Na+] (sodium borohydride), Cl (hydrochloric acid). Reactants: ice, Br.Br.NC=1C=NC2=C(CCNCC2)N1 (2-amino-6,7,8,9-tetrahydro-5H-pyrazino[2,3-d]azepine dihydrobromide), ClC1=CC=C(C=C1)CC(=O)Cl (p-chlorophenyl-acetyl chloride). Solvent: [OH-].[Na+] (sodium hydroxide), O1CCOCC1 (dioxane). Conditions: time 8 hour. Product: NC=1C=NC2=C(CCN(CC2)C(CC2=CC=C(C=C2)Cl)=O)N1 (2-Amino-7-(p-chlorophenyl-acetyl)-6,7,8,9-tetrahydro-5H-pyrazino[2,3-d]azepine). RXN SMILES: Br.Br.[NH2:3][C:4]1[CH:5]=[N:6][C:7]2[CH2:13][CH2:12][NH:11][CH2:10][CH2:9][C:8]=2[N:14]=1.[Cl:15][C:16]1[CH:21]=[CH:20][C:19]([CH2:22][C:23](Cl)=[O:24])=[CH:18][CH:17]=1>[OH-].[Na+].O1CCOCC1>[NH2:3][C:4]1[CH:5]=[N:6][C:7]2[CH2:13][CH2:12][N:11]([C:23](=[O:24])[CH2:22][C:19]3[CH:20]=[CH:21][C:16]([Cl:15])=[CH:17][CH:18]=3)[CH2:10][CH2:9][C:8]=2[N:14]=1 |f:0.1.2,4.5|. Procedure: 5.8 gm (17.9 mmols) of 2-amino-6,7,8,9-tetrahydro-5H-pyrazino[2,3-d]azepine dihydrobromide were dissolved in 50 ml of 2 N sodium hydroxide, and the solution was admixed dropwise with an ice-cooled solution of 7.5 gm of p-chlorophenyl-acetyl chloride in 50 ml of dioxane. The resulting mixture was stirred overnight and then evaporated, and the residue was extracted with chloroform. The chloroform extract was dried and then evaporated, and the residue was triturated with carbon tetrachloride and su... Starting materials: ClCCCl, CN(C)C=O, On1nnc2ccccc21, O=C(O)C=Cc1ccccn1, Nc1cc(-c2ccco2)on1. Yields the product O=C(C=Cc1ccccn1)Nc1cc(-c2ccco2)on1. Reaction SMILES: [CH2:33]([Cl:34])[CH2:35][Cl:36].[O:37]=[CH:38][N:39]([CH3:40])[CH3:41].[OH:23][n:24]1[c:25]2[c:26]([cH:27][cH:28][cH:29][cH:30]2)[n:31][n:32]1.[n:1]1[c:2]([CH:7]=[CH:8][C:9](=[O:10])[OH:11])[cH:3][cH:4][cH:5][cH:6]1.[o:12]1[c:13](-[c:17]2[cH:18][c:19]([NH2:22])[n:20][o:21]2)[cH:14][cH:15][cH:16]1>>[n:1]1[c:2]([CH:7]=[CH:8][C:9](=[O:11])[NH:22][c:19]2[cH:18][c:17](-[c:13]3[o:12][cH:16][cH:15][cH:14]3)[o:21][n:20]2)[cH:3][cH:4][cH:5][cH:6]1. Starting materials: C1COCCO1, NC1C2CC3CC(C2)CC1C3, O=S(=O)(O)CC(O)CCl, Cl, [Na+], [Na], [OH-], O. The product is O=S(=O)(O)CC(O)CNC1C2CC3CC(C2)CC1C3. RXN SMILES: [CH2:25]1[O:26][CH2:27][CH2:28][O:29][CH2:30]1.[CH:2]12[CH:3]([NH2:12])[CH:4]3[CH2:5][CH:6]([CH2:7][CH:8]([CH2:9]1)[CH2:10]3)[CH2:11]2.[Cl:15][CH2:16][CH:17]([CH2:18][S:19](=[O:20])(=[O:21])[OH:22])[OH:23].[ClH:1].[Na+:14].[Na:24].[OH-:13].[OH2:31]>>[CH:2]12[CH:3]([NH:12][CH2:16][CH:17]([CH2:18][S:19](=[O:20])(=[O:21])[OH:22])[OH:23])[CH:4]3[CH2:5][CH:6]([CH2:7][CH:8]([CH2:9]1)[CH2:10]3)[CH2:11]2. Yields the product CC#CCN1CCC(Cc2ccccc2)CC1. Reaction SMILES: [Br:1][CH2:2][C:3]#[C:4][CH3:5].[CH2:6]([c:7]1[cH:8][cH:9][cH:10][cH:11][cH:12]1)[CH:13]1[CH2:14][CH2:15][NH:16][CH2:17][CH2:18]1.[CH3:25][C:26]#[N:27].[K+:19].[K+:20].[O-:21][C:22]([O-:23])=[O:24]>>[CH2:2]([C:3]#[C:4][CH3:5])[N:16]1[CH2:15][CH2:14][CH:13]([CH2:6][c:7]2[cH:8][cH:9][cH:10][cH:11][cH:12]2)[CH2:18][CH2:17]1. The reactants are CC#CCBr, c1ccc(CC2CCNCC2)cc1, CC#N, [K+], [K+], O=C([O-])[O-].